This data is from the Open Reaction Database (ORD), a public repository of structured organic reaction records. The task is: describe an organic reaction: reactants, conditions, products, and yield The reactants are BrC1=CC2=C(N=C(S2)[C@@H]2C[C@H](C2)N2[C@@H](CCC2)C)C=C1 (Trans-6-bromo-2-{3-[(2R)-2-methylpyrrolidin-1-yl]cyclobutyl}-1,3-benzothiazole), CC1=NC(=CC=C1B1OC(C(O1)(C)C)(C)C)C (2,6-Dimethyl-3-(4,4,5,5-tetramethyl-[1,3,2]dioxaborolan-2-yl)-pyridine), N1=CN=CC(=C1)B(O)O (pyrimidine-5-boronic acid). Yields the product CC1=NC(=CC=C1C1=CC2=C(N=C(S2)[C@@H]2C[C@@H](C2)N2[C@H](CCC2)C)C=C1)C (Cis-6-(2,6-dimethylpyridin-3-yl)-2-{3-[(2S)-2-methylpyrrolidin-1-yl]cyclobutyl}-1,3-benzothiazole). As a reaction SMILES: Br[C:2]1[CH:20]=[CH:19][C:5]2[N:6]=[C:7]([C@H:9]3[CH2:12][C@H:11]([N:13]4[CH2:17][CH2:16][CH2:15][C@H:14]4[CH3:18])[CH2:10]3)[S:8][C:4]=2[CH:3]=1.[CH3:21][C:22]1[C:27](B2OC(C)(C)C(C)(C)O2)=[CH:26][CH:25]=[C:24]([CH3:37])[N:23]=1.N1C=C(B(O)O)C=NC=1>>[CH3:21][C:22]1[C:27]([C:2]2[CH:20]=[CH:19][C:5]3[N:6]=[C:7]([C@H:9]4[CH2:12][C@@H:11]([N:13]5[CH2:17][CH2:16][CH2:15][C@@H:14]5[CH3:18])[CH2:10]4)[S:8][C:4]=3[CH:3]=2)=[CH:26][CH:25]=[C:24]([CH3:37])[N:23]=1. Procedure: The title compound was prepared according to the procedure described in Example 1F, substituting the product of Example 19A for the product of Example 1E and substituting the product of Example 2A for pyrimidine-5-boronic acid. 1H NMR (400 MHz, CDCl3) δ ppm 7.99 (d, J=8.29 Hz, 1H) 7.76 (d, J=1.53 Hz, 1H) 7.45 (d, J=7.67 Hz, 1H) 7.38 (dd, J=8.44, 1.69 Hz, 1H) 7.06 (d, J=7.67 Hz, 1H) 3.58-3.70 (m, 1H) 3.16-3.30 (m, 1H) 3.00-3.13 (m, 1H) 2.69-2.86 (m, 1H) 2.59-2.68 (m, 1H) 2.59 (s, 3H) 2.49 (s, 3H)...